From a dataset of the Open Reaction Database (ORD), a public repository of structured organic reaction records. describe an organic reaction: reactants, conditions, products, and yield Starting materials: C[Si](OC1=NC2=CC=CC=C2C(=N1)O[Si](C)(C)C)(C)C (2,4-di(trimethylsilyloxy)quinazoline), BrCC=1C=C(C(=O)OC)C=CC1 (methyl 3-(bromomethyl)benzoate), CN(C)C=O (DMF), O1CCOCC1 (1,4-dioxane). Isolated yield 83.7%. Reaction conditions: temperature 122.5 celsius. The product is COC(=O)C=1C=C(CN2C(NC(C3=CC=CC=C23)=O)=O)C=CC1 (1-(3-Methoxycarbonylbenzyl)quinazoline-2,4(1H,3H)-dione). Run in CO (methanol). Procedure: The intermediate product 2,4-di(trimethylsilyloxy)quinazoline, methyl 3-(bromomethyl)benzoate (2.1 g, 9.2 mmol) and DMF (1 mL) were added in turn into a 50 mL single-mouth flask, and then the temperature were raised to 115-130° C. and reacted for 3 hours. 1,4-dioxane (6 mL) and methanol (10 mL) were added after the reaction mixture was cooled to 100° C. Then the mixture was refluxed for 30 minutes. The mixture was filtered after it was cooled to room temperature. The precipitate was washed with ... As a reaction SMILES: C[Si](C)(C)[O:3][C:4]1[N:13]=[C:12]([O:14][Si](C)(C)C)[C:11]2[C:6](=[CH:7][CH:8]=[CH:9][CH:10]=2)[N:5]=1.Br[CH2:22][C:23]1[CH:24]=[C:25]([CH:30]=[CH:31][CH:32]=1)[C:26]([O:28][CH3:29])=[O:27].CN(C=O)C.O1CCOCC1>CO>[CH3:29][O:28][C:26]([C:25]1[CH:24]=[C:23]([CH:32]=[CH:31][CH:30]=1)[CH2:22][N:5]1[C:6]2[C:11](=[CH:10][CH:9]=[CH:8][CH:7]=2)[C:12](=[O:14])[NH:13][C:4]1=[O:3])=[O:27]. Starting materials: OC1=C(C(=NC2=C(C=CC=C12)C(F)(F)F)[C@H](CC1=CNC2=CC=CC=C12)NC(OC(C)(C)C)=O)C(=O)NC=1SC=CN1 (1,1-dimethylethyl N-[(S) 1-[4-hydroxy-3-[(2-thiazolylamino)-carbonyl]-8-(trifluoromethyl)-quinolin-2-yl]-2-(1H-indol-3-yl)-ethyl]-carbamate), FC(C(=O)[O-])(F)F (trifluoroacetate), FC(C(=O)O)(F)F (trifluoroacetic acid). Solvent: C(Cl)Cl (methylene chloride). Yields the product OC1=C(C(=NC2=C(C=CC=C12)C(F)(F)F)[C@H]1NCCC1)C(=O)NC=1SC=CN1 (4-hydroxy-2-[(2S) 2-pyrrolidinyl]-N-(2-thiazolyl)-8-trifluoromethyl-3-quinoline carboxamide). Yield: 150.1%. RXN SMILES: [OH:1][C:2]1[C:11]2[C:6](=[C:7]([C:12]([F:15])([F:14])[F:13])[CH:8]=[CH:9][CH:10]=2)[N:5]=[C:4]([C@@H:16]([NH:27][C:28](=O)OC(C)(C)C)[CH2:17][C:18]2C3C(=CC=CC=3)NC=2)[C:3]=1[C:35]([NH:37][C:38]1[S:39][CH:40]=[CH:41][N:42]=1)=[O:36].FC(F)(F)C(O)=O.FC(F)(F)C([O-])=O>C(Cl)Cl>[OH:1][C:2]1[C:11]2[C:6](=[C:7]([C:12]([F:13])([F:15])[F:14])[CH:8]=[CH:9][CH:10]=2)[N:5]=[C:4]([C@@H:16]2[CH2:17][CH2:18][CH2:28][NH:27]2)[C:3]=1[C:35]([NH:37][C:38]1[S:39][CH:40]=[CH:41][N:42]=1)=[O:36]. Procedure: Using the procedure of Example 14, 7.8 g of the product of Example 11, 80 ml of methylene chloride, and 40 ml of trifluoroacetic acid were reacted to obtain 8.0 g of 4-hydroxy-2-[(2S) 2-pyrrolidinyl]-N-(2-thiazolyl)-8-trifluoromethyl-3-quinoline carboxamide in the form of its trifluoroacetate melting at 210° C. Reactants: C(C)N(C(C(C(=O)O)(C)C)=O)CC (3-(Diethylamino)-2,2-dimethyl-3-oxopropionic acid), C(C(=O)Cl)(=O)Cl (oxalyl chloride). The reagents and catalysts are CN(C=O)C (dimethylformamide), CN(C=O)C (dimethylformamide). Solvent: C1=CC=CC=C1 (benzene). Reaction conditions: time 1 hour. The product is C(C)N(C(C(C(=O)Cl)(C)C)=O)CC (3-(Diethylamino)-2,2-dimethyl-3-oxopropionyl chloride). Reaction SMILES: [CH2:1]([N:3]([CH2:12][CH3:13])[C:4](=[O:11])[C:5]([CH3:10])([CH3:9])[C:6](O)=[O:7])[CH3:2].C(Cl)(=O)C([Cl:17])=O>C1C=CC=CC=1.CN(C)C=O>[CH2:1]([N:3]([CH2:12][CH3:13])[C:4](=[O:11])[C:5]([CH3:10])([CH3:9])[C:6]([Cl:17])=[O:7])[CH3:2]. Procedure details: To a stirred suspension of the compound (1d) (6.6 g, 35.2 mmol) in benzene (25 ml) and freshly distilled oxalyl chloride (5.6 g, 44 mmol) was added at ambient temperature dimethylformamide (2 drops). After 1 hour at ambient temperature, additional dimethylformamide (2 drops) was added and the reaction mixture stirred for additional hour. The solvent was removed in vacuo to give a yellow liquid. The liquid was distilled at reduced pressure to give the desired product as a colorless liquid bp 74°-...